Dataset: the Open Reaction Database (ORD), a public repository of structured organic reaction records. Task: describe an organic reaction: reactants, conditions, products, and yield Reactants: CC1=C(N)C(=CC(=C1)C(C(F)(F)F)(C(F)(F)F)F)CC (2-methyl-6-ethyl-4-(heptafluoro-prop-2-yl)-aniline), N1=CC=CC=C1 (pyridine), C(#N)C1=C(C=C(C(=O)O)C=C1)C (4-cyano-3-methyl-benzoic acid), C(C(=O)Cl)(=O)Cl (oxalyl chloride), C(O)([O-])=O.[Na+] (sodium hydrogen carbonate). Solvent: O1CCCC1 (tetrahydrofuran), ClCCl (dichloromethane), CN(C=O)C (N,N-dimethylformamide). Reaction conditions: time 1 hour. The product is C(#N)C1=C(C=C(C(=O)NC2=C(C=C(C=C2C)C(C(C(F)(F)F)(F)F)(C(F)(F)F)F)CC)C=C1)C (4-cyano-N-[2-ethyl-4-(1,2,2,3,3,3-hexafluoro-1-trifluoromethyl-propyl)-6-methyl-phenyl]-3-methyl-benzamide). The yield is 200.0%. Reaction SMILES: [C:1]([C:3]1[CH:11]=[CH:10][C:6]([C:7]([OH:9])=O)=[CH:5][C:4]=1[CH3:12])#[N:2].C(Cl)(=O)C(Cl)=O.[CH3:19][C:20]1[CH:26]=[C:25]([C:27]([F:36])([C:32]([F:35])([F:34])[F:33])[C:28](F)([F:30])[F:29])[CH:24]=[C:23]([CH2:37][CH3:38])[C:21]=1[NH2:22].N1C=CC=CC=1.C(=O)([O-])O.[Na+]>ClCCl.O1CCCC1.CN(C)C=O>[C:1]([C:3]1[CH:11]=[CH:10][C:6]([C:7]([NH:22][C:21]2[C:20]([CH3:19])=[CH:26][C:25]([C:27]([F:36])([C:32]([F:33])([F:34])[F:35])[C:28]([F:30])([F:29])[C:32]([F:35])([F:34])[F:33])=[CH:24][C:23]=2[CH2:37][CH3:38])=[O:9])=[CH:5][C:4]=1[CH3:12])#[N:2] |f:4.5|. Procedure details: To a solution of 4-cyano-3-methyl-benzoic acid (6.64 g, 41.20 mmol) (prepared according to Bioorganic & Medicinal Chemistry Letters 2004, 14(17), 4585-4589 or EP 1,512,687) and N,N-dimethylformamide (“DMF”) (few drops) in dichloromethane (200 ml) under an atmosphere of nitrogen was added oxalyl chloride (4.18 ml, 49.44 mmol). The reaction mixture was stirred for one hour at ambient temperature and then for 1.5 hours at 60° C. The reaction mixture was concentrated and the residue dissolved in tet... Starting materials: S(O)(O)(=O)=O (sulfuric acid), NC1=C(C=NN1C1=C(C=C(C=C1)S(=O)(=O)C)F)C#N (5-amino-1-(2-fluoro-4-methanesulfonyl-phenyl)-1H-pyrazole-4-carbonitrile), NC1=C(C=NN1C1=C(C=C(C=C1)S(=O)(=O)C)F)C(=O)N (5-amino-1-(2-fluoro-4-methanesulfonyl-phenyl)-1H-pyrazole-4-carboxylic acid amide). Conditions: temperature 107.5 celsius. Yields the product FC1=C(C=CC(=C1)S(=O)(=O)C)N1N=CC2=C1NC=NC2=O (1-(2-Fluoro-4-methanesulfonyl-phenyl)-1,7-dihydro-pyrazolo[3,4-d]pyrimidin-4-one). RXN SMILES: S(=O)(=O)(O)O.N[C:7]1N(C2C=CC(S(C)(=O)=O)=CC=2F)N=CC=1C#N.[NH2:25][C:26]1[N:30]([C:31]2[CH:36]=[CH:35][C:34]([S:37]([CH3:40])(=[O:39])=[O:38])=[CH:33][C:32]=2[F:41])[N:29]=[CH:28][C:27]=1[C:42]([NH2:44])=[O:43]>>[F:41][C:32]1[CH:33]=[C:34]([S:37]([CH3:40])(=[O:38])=[O:39])[CH:35]=[CH:36][C:31]=1[N:30]1[C:26]2[NH:25][CH:7]=[N:44][C:42](=[O:43])[C:27]=2[CH:28]=[N:29]1. Procedure details: To a one liter, bottom discharge jacketed glass reactor equipped with overhead agitation, reflux condenser and nitrogen blanket bubbler was added (2-fluoro-4-methanesulfonyl-phenyl)-hydrazine (50.0 g, 0.244 mol) with the aid of methanol (200 mL, 4 vol Eq.). The resulting reaction mixture was a light slurry and subsequently cooled to −5° C. In a separate vessel was made a suspension of ethoxymethylene malononitrile (EMM) (32.9 g, 0.270 mol) in methanol (205 mL, 4.1 Vol. Eq.). The resulting EMM/Me... Starting materials: CCCC[N+](CCCC)(CCCC)CCCC.[F-] (TBAF), C(C)(C)(C)[SiH2]OC(C=1C=C(C=CC1Cl)CCNC(C)=O)(C)C (N-{2-[3-(tert-butyl-dimethyl-silanyloxymethyl)-4-chloro-phenyl]-ethyl}-acetamide), [NH4+].[Cl-] (NH4Cl). Run in C1CCOC1 (THF). Reaction conditions: time 1 hour. The product is ClC1=C(C=C(C=C1)CCNC(C)=O)CO (N-[2-(4-Chloro-3-hydroxymethyl-phenyl)-ethyl]-acetamide). Yield: 79.1%. Reaction SMILES: CCCC[N+](CCCC)(CCCC)CCCC.[F-].C([SiH2][O:24][C:25](C)(C)[C:26]1[CH:27]=[C:28]([CH2:33][CH2:34][NH:35][C:36](=[O:38])[CH3:37])[CH:29]=[CH:30][C:31]=1[Cl:32])(C)(C)C.[NH4+].[Cl-]>C1COCC1>[Cl:32][C:31]1[CH:30]=[CH:29][C:28]([CH2:33][CH2:34][NH:35][C:36](=[O:38])[CH3:37])=[CH:27][C:26]=1[CH2:25][OH:24] |f:0.1,3.4|. Reported procedure: TBAF (1M in THF, 1.12 mL, 1.12 mmol) was added to a sol. of N-{2-[3-(tert-butyl-dimethyl-silanyloxymethyl)-4-chloro-phenyl]-ethyl}-acetamide (190 mg, 0.555 mmol) in THF (7.10 mL) at 0° C. The mixture was stirred for 1 h while warming up to rt. Aq. sat. NH4Cl was added, and the mixture was extracted with EtOAc (3×). The org. layer was dried over MgSO4, filtered, and the solvents were removed under reduced pressure. Purification of the crude by FC (CH2Cl2/MeOH 19:1) yielded the title compound (100...